This data is from the Open Reaction Database (ORD), a public repository of structured organic reaction records. The task is: describe an organic reaction: reactants, conditions, products, and yield The reactants are O (water), C(C1=CC=CC=C1)C1NC(CCC2=C1C=C(C=C2)OC)=O (1-benzyl-8-methoxy-4,5-dihydro-1H-benzo[c]azepin-3(2H)-one), solution. The solvent is O1CCCC1 (tetrahydrofuran), O1CCCC1 (tetrahydrofuran). Reaction conditions: time 1.5 hour. The product is C(C1=CC=CC=C1)C1NCCCC2=C1C=C(C=C2)OC (1-benzyl-8-methoxy-2,3,4,5-tetrahydro-1H-benzo[c]azepine). The yield is 68.8%. Reaction SMILES: [CH2:1]([CH:8]1[C:14]2[CH:15]=[C:16]([O:19][CH3:20])[CH:17]=[CH:18][C:13]=2[CH2:12][CH2:11][C:10](=O)[NH:9]1)[C:2]1[CH:7]=[CH:6][CH:5]=[CH:4][CH:3]=1.O>O1CCCC1>[CH2:1]([CH:8]1[C:14]2[CH:15]=[C:16]([O:19][CH3:20])[CH:17]=[CH:18][C:13]=2[CH2:12][CH2:11][CH2:10][NH:9]1)[C:2]1[CH:3]=[CH:4][CH:5]=[CH:6][CH:7]=1. Procedure: To a solution of 2.17 mmol of 1-benzyl-8-methoxy-4,5-dihydro-1H-benzo[c]azepin-3(2H)-one in tetrahydrofuran under nitrogen atmosphere was added 3.25 mmol of lithiumaluminumhydride as 1 M solution in tetrahydrofuran. The solution was heated to reflux and stirred for 1.5 h. The mixture was cooled to room temperature and water (1 ml) was carefully added. The mixture was concentrated and the residue was dissolved in ethyl acetate. The organic phase was extracted with acidified water (acidified with ... Starting materials: COC1=CC=C2CCC(=CC2=C1)N1CCCC1 (1-(7-methoxy-3,4-dihydro-naphthalen-2-yl)-pyrrolidine), C1=CC=C(C=C1)CBr (BnBr). Run in CC#N (MeCN). Run at time 1 hour. Product: [Br-].C(C1=CC=CC=C1)C1C(CCC2=CC=C(C=C12)OC)=[N+]1CCCC1 (1-(1-benzyl-7-methoxy-3,4-dihydro-1H-naphthalen-2-ylidene)-pyrrolidinium bromide). As a reaction SMILES: [CH3:1][O:2][C:3]1[CH:12]=[C:11]2[C:6]([CH2:7][CH2:8][C:9]([N:13]3[CH2:17][CH2:16][CH2:15][CH2:14]3)=[CH:10]2)=[CH:5][CH:4]=1.[CH:18]1[CH:23]=[CH:22][C:21]([CH2:24][Br:25])=[CH:20][CH:19]=1>CC#N>[Br-:25].[CH2:24]([CH:10]1[C:11]2[C:6](=[CH:5][CH:4]=[C:3]([O:2][CH3:1])[CH:12]=2)[CH2:7][CH2:8][C:9]1=[N+:13]1[CH2:17][CH2:16][CH2:15][CH2:14]1)[C:21]1[CH:22]=[CH:23][CH:18]=[CH:19][CH:20]=1 |f:3.4|. Reported procedure: To a mixture of 1-(7-methoxy-3,4-dihydro-naphthalen-2-yl)-pyrrolidine (320 g, 1.4 mol) in MeCN (1000 mL) was added BnBr (263 g, 1.54 mol) dropwise at room temperature and stirred for 1 h. Then the solvent was evaporated in vacuo to give crude 1-(1-benzyl-7-methoxy-3,4-dihydro-1H-naphthalen-2-ylidene)-pyrrolidinium bromide which was directly used for next step.